From a dataset of the Open Reaction Database (ORD), a public repository of structured organic reaction records. describe an organic reaction: reactants, conditions, products, and yield The reactants are C[C@H]1N(CCC1)CCCOC1=CC=C(C=C1)N1N=CC(=C1)C(=O)N (1-(4-{3-[(2R)-2-methylpyrrolidin-1-yl]propoxy}phenyl)-1H-pyrazole-4-carboxamide), S(=O)(Cl)Cl (thionyl chloride), O (water), C([O-])(O)=O.[Na+] (sodium bicarbonate). Solvent: CN(C=O)C (N,N-dimethylformamide). Run at temperature 0 celsius, time 30 minute. Product: C[C@H]1N(CCC1)CCCOC1=CC=C(C=C1)N1N=CC(=C1)C#N (1-(4-{3-[(2R)-2-methylpyrrolidin-1-yl]propoxy}phenyl)-1H-pyrazole-4-carbonitrile). RXN SMILES: [CH3:1][C@@H:2]1[CH2:6][CH2:5][CH2:4][N:3]1[CH2:7][CH2:8][CH2:9][O:10][C:11]1[CH:16]=[CH:15][C:14]([N:17]2[CH:21]=[C:20]([C:22]([NH2:24])=O)[CH:19]=[N:18]2)=[CH:13][CH:12]=1.S(Cl)(Cl)=O.O.C(=O)(O)[O-].[Na+]>CN(C)C=O>[CH3:1][C@@H:2]1[CH2:6][CH2:5][CH2:4][N:3]1[CH2:7][CH2:8][CH2:9][O:10][C:11]1[CH:16]=[CH:15][C:14]([N:17]2[CH:21]=[C:20]([C:22]#[N:24])[CH:19]=[N:18]2)=[CH:13][CH:12]=1 |f:3.4|. Procedure details: To a solution of 1-(4-{3-[(2R)-2-methylpyrrolidin-1-yl]propoxy}phenyl)-1H-pyrazole-4-carboxamide obtained in Example 2-(2) (0.466 g) in N,N-dimethylformamide (5.0 mL), thionyl chloride (1.0 mL) was added dropwise under ice cooling and stirred at 0° C. for 30 minutes. The reaction mixture was adjusted to pH 8 by addition of water and saturated aqueous sodium bicarbonate, and then extracted with ethyl acetate. The organic layer was washed with brine, dried over sodium sulfate and concentrated unde... Reactants: [Si]([O-])([O-])([O-])[O-].[Na+].[Na+].[Na+].[Na+] (sodium silicate), [O-2].[Al+3].[O-2].[O-2].[Al+3] (aluminum oxide), O=[Al-]=O.[Na+] (sodium aluminate), [Al] (aluminum). Product: [Si]([O-])([O-])([O-])[O-].[Al+3].[Si]([O-])([O-])([O-])[O-].[Si]([O-])([O-])([O-])[O-].[Al+3].[Al+3].[Al+3] (aluminum silicate). As a reaction SMILES: [Si:1]([O-:5])([O-:4])([O-:3])[O-:2].[Na+].[Na+].[Na+].[Na+].O=[Al-:11]=O.[Na+].[Al:14].[O-2].[Al+3].[O-2].[O-2].[Al+3]>>[Si:1]([O-:5])([O-:4])([O-:3])[O-:2].[Al+3:11].[Si:1]([O-:5])([O-:4])([O-:3])[O-:2].[Si:1]([O-:5])([O-:4])([O-:3])[O-:2].[Al+3:14].[Al+3:11].[Al+3:11] |f:0.1.2.3.4,5.6,8.9.10.11.12,13.14.15.16.17.18.19|. Procedure: PPT was produced by ester exchange reaction and polycondensation reaction of dimethyl terephthalate and 1,3-propanediol. Then, an aqueous slurry of aluminum silicate particles was prepared, which particles were synthesized by reacting sodium silicate and sodium aluminate in an aqueous system by a wet method and had an aluminum ratio of 20% by weight in terms of aluminum oxide. This aqueous slurry was mixed with and kneaded in PPT pellets. The reactants are Cl, COCCCOc1ccccc1C(=O)NCC(CC(NC(=O)OC(C)(C)C)C(O)CNC(=O)C(C)(C)C1CCOCC1)C(C)C. The product is Cl, COCCCOc1ccccc1C(=O)NCC(CC(N)C(O)CNC(=O)C(C)(C)C1CCOCC1)C(C)C. Reaction SMILES: [ClH:46].[OH:1][CH:2]([CH2:3][NH:4][C:5]([C:6]([CH3:7])([CH:8]1[CH2:9][CH2:10][O:11][CH2:12][CH2:13]1)[CH3:14])=[O:15])[CH:16]([CH2:17][CH:18]([CH:19]([CH3:20])[CH3:21])[CH2:22][NH:23][C:24]([c:25]1[c:26]([O:31][CH2:32][CH2:33][CH2:34][O:35][CH3:36])[cH:27][cH:28][cH:29][cH:30]1)=[O:37])[NH:38][C:39](=[O:40])[O:41][C:42]([CH3:43])([CH3:44])[CH3:45]>>[ClH:46].[OH:1][CH:2]([CH2:3][NH:4][C:5]([C:6]([CH3:7])([CH:8]1[CH2:9][CH2:10][O:11][CH2:12][CH2:13]1)[CH3:14])=[O:15])[CH:16]([CH2:17][CH:18]([CH:19]([CH3:20])[CH3:21])[CH2:22][NH:23][C:24]([c:25]1[c:26]([O:31][CH2:32][CH2:33][CH2:34][O:35][CH3:36])[cH:27][cH:28][cH:29][cH:30]1)=[O:37])[NH2:38]. Reactants: CO/C=C(/C(=O)OC)\C1=C(C=CC=C1)/C(=N/OC)/C1=CC(=CC=C1)C(F)(F)F ((E,E)-methyl 3-methoxy-2-[2-(methyl(3-trifluoromethyl-phenyl)oximinomethyl)phenyl]propenoate), A-0370629, [Mn](=O)(=O)(=O)[O-].[K+] (potassium permanganate), S(=O)(=O)([O-])S(=O)[O-].[Na+].[Na+] (sodium metabisulphite), aqueous solution. The reagents and catalysts are S(=O)(=O)(O)[O-].C(CCCCC)[N+](CCCCCC)(CCCCCC)CCCCCC (tetra-n-hexyl-ammonium hydrogensulphate). The solvent is ClCCl (dichloromethane), O (water). Run at time 2 hour. Product: CO\N=C(\C1=C(C=CC=C1)C(C(=O)OC)=O)/C1=CC(=CC=C1)C(F)(F)F ((E)-methyl 2-[methyl(3-trifluoromethylphenyl)oximinomethyl]phenylglyoxalate). The yield is 54.4%. RXN SMILES: CO/C=[C:4](\[C:9]1[CH:14]=[CH:13][CH:12]=[CH:11][C:10]=1/[C:15](/[C:19]1[CH:24]=[CH:23][CH:22]=[C:21]([C:25]([F:28])([F:27])[F:26])[CH:20]=1)=[N:16]/[O:17][CH3:18])/[C:5]([O:7][CH3:8])=[O:6].[Mn]([O-])(=O)(=O)=[O:30].[K+].S(S([O-])=O)([O-])(=O)=O.[Na+].[Na+]>ClCCl.O.S([O-])(O)(=O)=O.C([N+](CCCCCC)(CCCCCC)CCCCCC)CCCCC>[CH3:18][O:17]/[N:16]=[C:15](\[C:19]1[CH:24]=[CH:23][CH:22]=[C:21]([C:25]([F:27])([F:26])[F:28])[CH:20]=1)/[C:10]1[CH:11]=[CH:12][CH:13]=[CH:14][C:9]=1[C:4](=[O:30])[C:5]([O:7][CH3:8])=[O:6] |f:1.2,3.4.5,8.9|. Procedure: A solution of (E,E)-methyl 3-methoxy-2-[2-(methyl(3-trifluoromethyl-phenyl)oximinomethyl)phenyl]propenoate (2.0 g as prepared in EP-A-0370629) in dichloromethane (20 ml) was added to potassium permanganate (0.93g) in water (20 ml) containing tetra-n-hexyl-ammonium hydrogensulphate (0.1 g). After stirring for 2 hours, the reaction mixture was poured into sodium metabisulphite solution (40 mls of a 10% aqueous solution) and extracted with dichloromethane. The combined organic extracts were dried, ... The reactants are CCOC(C)=O, O=C(O)CCCC=Cc1ccc(Cl)cc1. The product is O=C(O)CCCCCc1ccc(Cl)cc1. Reaction SMILES: [CH3:16][CH2:17][O:18][C:19](=[O:20])[CH3:21].[Cl:1][c:2]1[cH:3][cH:4][c:5]([CH:8]=[CH:9][CH2:10][CH2:11][CH2:12][C:13](=[O:14])[OH:15])[cH:6][cH:7]1>>[Cl:1][c:2]1[cH:3][cH:4][c:5]([CH2:8][CH2:9][CH2:10][CH2:11][CH2:12][C:13](=[O:14])[OH:15])[cH:6][cH:7]1. Starting materials: NC1=CC(=C(C(=O)OCC2=CC=CC=C2)C=C1)OCC1=CC=CC=C1 (Benzyl 4-amino-2-(benzyloxy)benzoate), BrC1=CC=C(C=O)C=C1 (4-bromobenzaldehyde). Product: C(C1=CC=CC=C1)OC1=C(C(=O)OCC2=CC=CC=C2)C=CC(=C1)NCC1=CC=C(C=C1)Br (Benzyl 2-(benzyloxy)-4-(4-bromobenzylamino)benzoate). The yield is 78.0%. Reaction SMILES: [NH2:1][C:2]1[CH:17]=[CH:16][C:5]([C:6]([O:8][CH2:9][C:10]2[CH:15]=[CH:14][CH:13]=[CH:12][CH:11]=2)=[O:7])=[C:4]([O:18][CH2:19][C:20]2[CH:25]=[CH:24][CH:23]=[CH:22][CH:21]=2)[CH:3]=1.[Br:26][C:27]1[CH:34]=[CH:33][C:30]([CH:31]=O)=[CH:29][CH:28]=1>>[CH2:19]([O:18][C:4]1[CH:3]=[C:2]([NH:1][CH2:31][C:30]2[CH:33]=[CH:34][C:27]([Br:26])=[CH:28][CH:29]=2)[CH:17]=[CH:16][C:5]=1[C:6]([O:8][CH2:9][C:10]1[CH:15]=[CH:14][CH:13]=[CH:12][CH:11]=1)=[O:7])[C:20]1[CH:25]=[CH:24][CH:23]=[CH:22][CH:21]=1. Procedure details: Primary aniline 1 was coupled to 4-bromobenzaldehyde on a 0.7 mmol scale via General Procedure A to furnish 2 (274 mg, 78%): δH (400 MHz, CDCl3) 4.12 (s, 2H, CH2, NHCH2Ph), 4.50 (br s, 1H, NH), 4.92 (s, 2H, CH2, CH2Ph), 5.18 (s, 2H, CH2, CH2Ph), 5.98 (d, J=1.8 Hz, 1H, CH (Ph)), 6.04 (dd, J=8.6 and 1.8 Hz, 1H, CH (Ph)), 7.02 (d, J=8.2 Hz, 2H, 2 CH (Ph)), 7.11-7.34 (m, 12H, 12 CH (Ph)), 7.70 (d, J=8.6 Hz, 1H, CH (Ph)); δC (100 MHz, CDCl3) 46.5, 65.4, 69.9, 97.0, 104.5, 108.2, 120.7, 126.4, 127.2, ... Reactants: CS(C)=O, [C-]#[N+]C1CCC(=O)c2sccc21, Cc1ccc(S(=O)(=O)O)cc1. Yields the product O=C=NC1CCC(=O)c2sccc21. As a reaction SMILES: [CH3:24][S:25]([CH3:26])=[O:27].[O:1]=[C:2]1[CH2:3][CH2:4][CH:5]([N+:11]#[C-:12])[c:6]2[c:7]1[s:8][cH:9][cH:10]2.[c:13]1([CH3:14])[cH:15][cH:16][c:17]([S:18]([OH:19])(=[O:20])=[O:21])[cH:22][cH:23]1>>[O:1]=[C:2]1[CH2:3][CH2:4][CH:5]([N:11]=[C:12]=[O:20])[c:6]2[c:7]1[s:8][cH:9][cH:10]2. The reactants are CC#N, CS(=O)(=O)Cl, ClCCl, Cc1ccccc1C(=O)Nc1ccc(C(=O)N2CCCC(CO)c3ccccc32)cc1, c1ccncc1. Yields the product Cc1ccccc1C(=O)Nc1ccc(C(=O)N2CCCC(COS(C)(=O)=O)c3ccccc32)cc1. Reaction SMILES: [C:43](#[N:44])[CH3:45].[CH3:32][S:33]([Cl:34])(=[O:35])=[O:36].[Cl:46][CH2:47][Cl:48].[OH:1][CH2:2][CH:3]1[CH2:4][CH2:5][CH2:6][N:7]([C:14]([c:15]2[cH:16][cH:17][c:18]([NH:21][C:22]([c:23]3[c:24]([CH3:29])[cH:25][cH:26][cH:27][cH:28]3)=[O:30])[cH:19][cH:20]2)=[O:31])[c:8]2[c:9]1[cH:10][cH:11][cH:12][cH:13]2.[cH:37]1[cH:38][cH:39][n:40][cH:41][cH:42]1>>[O:1]([CH2:2][CH:3]1[CH2:4][CH2:5][CH2:6][N:7]([C:14]([c:15]2[cH:16][cH:17][c:18]([NH:21][C:22]([c:23]3[c:24]([CH3:29])[cH:25][cH:26][cH:27][cH:28]3)=[O:30])[cH:19][cH:20]2)=[O:31])[c:8]2[c:9]1[cH:10][cH:11][cH:12][cH:13]2)[S:33]([CH3:32])(=[O:35])=[O:36]. The reactants are C(=O)(C(F)(F)F)O (TFA), C(C1=CC=CC=C1)OC1=CC=C(CC2=NC(=NO2)C=2C(=NC=CC2)N)C=C1 (3-(5-(4-benzyloxy-benzyl)-[1,2,4]-oxadiazol-3-yl)-pyridin-2-ylamine), C1(=CC=CC=C1)SC (thioanisole), C(O)([O-])=O.[Na+] (Sodium hydrogencarbonate). The solvent is O (water). Run at time 40 minute. Product: NC1=NC=CC=C1C1=NOC(=N1)CC1=CC=C(C=C1)O (4-(3-(2-Amino-pyridin-3-yl)-[1,2,4]oxadiazol-5-ylmethyl)-phenol). The yield is 102.8%. RXN SMILES: C(O)(C(F)(F)F)=O.C([O:15][C:16]1[CH:34]=[CH:33][C:19]([CH2:20][C:21]2[O:25][N:24]=[C:23]([C:26]3[C:27]([NH2:32])=[N:28][CH:29]=[CH:30][CH:31]=3)[N:22]=2)=[CH:18][CH:17]=1)C1C=CC=CC=1.C1(SC)C=CC=CC=1.C(=O)([O-])O.[Na+]>O>[NH2:32][C:27]1[C:26]([C:23]2[N:22]=[C:21]([CH2:20][C:19]3[CH:18]=[CH:17][C:16]([OH:15])=[CH:34][CH:33]=3)[O:25][N:24]=2)=[CH:31][CH:30]=[CH:29][N:28]=1 |f:3.4|. Reported procedure: To a solution of TFA (2 mL) of 3-(5-(4-benzyloxy-benzyl)-[1,2,4]-oxadiazol-3-yl)-pyridin-2-ylamine (52 mg) described in Example 13 was added thioanisole (68 μL) at 0° C., which was stirred for 2 hours and 40 minutes at room temperature. Sodium hydrogencarbonate and water were added at 0° C. to the reaction mixture, which was extracted with ethyl acetate. The organic layer was washed with saturated brine, then dried over anhydrous magnesium sulfate, and filtered, after which the solvent was evapo... Reactants: Cc1nc2sc(S(=O)(=O)Cl)cc2c(=O)n1-c1ccccc1Cl, N, C1CCOC1, O. Yields the product Cc1nc2sc(S(N)(=O)=O)cc2c(=O)n1-c1ccccc1Cl. As a reaction SMILES: [Cl:1][c:2]1[c:3](-[n:8]2[c:9]([CH3:22])[n:10][c:11]3[c:12]([c:13]2=[O:14])[cH:15][c:16]([S:18](=[O:19])(=[O:20])[Cl:21])[s:17]3)[cH:4][cH:5][cH:6][cH:7]1.[NH3:24].[O:25]1[CH2:26][CH2:27][CH2:28][CH2:29]1.[OH2:23]>>[Cl:1][c:2]1[c:3](-[n:8]2[c:9]([CH3:22])[n:10][c:11]3[c:12]([c:13]2=[O:14])[cH:15][c:16]([S:18](=[O:19])(=[O:20])[NH2:24])[s:17]3)[cH:4][cH:5][cH:6][cH:7]1.